The task is: describe an organic reaction: reactants, conditions, products, and yield. This data is from the Open Reaction Database (ORD), a public repository of structured organic reaction records. The reactants are O=C([O-])O, CCO, O=[N+]([O-])c1cccc(C=Cc2ccc(OCCCCc3ccccc3)cc2)c1O, [Na+], O, Cl[Sn](Cl)(Cl)Cl. The product is Nc1cccc(C=Cc2ccc(OCCCCc3ccccc3)cc2)c1O. Reaction SMILES: [C:36](=[O:37])([OH:38])[O-:39].[CH3:41][CH2:42][OH:43].[N+:1]([O-:2])(=[O:3])[c:4]1[c:5]([OH:29])[c:6]([CH:10]=[CH:11][c:12]2[cH:13][cH:14][c:15]([O:18][CH2:19][CH2:20][CH2:21][CH2:22][c:23]3[cH:24][cH:25][cH:26][cH:27][cH:28]3)[cH:16][cH:17]2)[cH:7][cH:8][cH:9]1.[Na+:40].[OH2:30].[Sn:31]([Cl:32])([Cl:33])([Cl:34])[Cl:35]>>[NH2:1][c:4]1[c:5]([OH:29])[c:6]([CH:10]=[CH:11][c:12]2[cH:13][cH:14][c:15]([O:18][CH2:19][CH2:20][CH2:21][CH2:22][c:23]3[cH:24][cH:25][cH:26][cH:27][cH:28]3)[cH:16][cH:17]2)[cH:7][cH:8][cH:9]1. Starting materials: CCCc1nn(C)c2c(NCc3ccc(OC)c(Cl)c3)nc(CCC(=O)O)nc12, ClCCl, O=S(Cl)Cl. The product is CCCc1nn(C)c2c(NCc3ccc(OC)c(Cl)c3)nc(CCC(=O)Cl)nc12. RXN SMILES: [Cl:1][c:2]1[cH:3][c:4]([CH2:5][NH:6][c:7]2[c:8]3[c:9]([n:10][c:11]([CH2:13][CH2:14][C:15](=[O:16])[OH:17])[n:12]2)[c:18]([CH2:22][CH2:23][CH3:24])[n:19][n:20]3[CH3:21])[cH:25][cH:26][c:27]1[O:28][CH3:29].[Cl:34][CH2:35][Cl:36].[S:30]([Cl:31])([Cl:32])=[O:33]>>[Cl:1][c:2]1[cH:3][c:4]([CH2:5][NH:6][c:7]2[c:8]3[c:9]([n:10][c:11]([CH2:13][CH2:14][C:15](=[O:16])[Cl:32])[n:12]2)[c:18]([CH2:22][CH2:23][CH3:24])[n:19][n:20]3[CH3:21])[cH:25][cH:26][c:27]1[O:28][CH3:29]. Reactants: ClCCl, CC(C)(C)OC(=O)NC1(C(=O)NC(Cc2ccc(I)cc2)C(N)=O)CCOCC1. Product: CC(C)(C)OC(=O)NC1(C(=O)NC(C#N)Cc2ccc(I)cc2)CCOCC1. Reaction SMILES: [Cl:30][CH2:31][Cl:32].[NH2:1][C:2]([CH:3]([CH2:4][c:5]1[cH:6][cH:7][c:8]([I:11])[cH:9][cH:10]1)[NH:12][C:13](=[O:14])[C:15]1([NH:21][C:22]([O:23][C:24]([CH3:25])([CH3:26])[CH3:27])=[O:28])[CH2:16][CH2:17][O:18][CH2:19][CH2:20]1)=[O:29]>>[N:1]#[C:2][CH:3]([CH2:4][c:5]1[cH:6][cH:7][c:8]([I:11])[cH:9][cH:10]1)[NH:12][C:13](=[O:14])[C:15]1([NH:21][C:22]([O:23][C:24]([CH3:25])([CH3:26])[CH3:27])=[O:28])[CH2:16][CH2:17][O:18][CH2:19][CH2:20]1. The reactants are NC1=C(C(=O)NC2=CC=NC=C2)C=C(C=N1)Br (2-amino-5-bromo-N-pyridin-4-yl-nicotinamide), Cl.NC1=CC=C(C=C1)B(O)O (4-aminophenyl-boronic acid hydrochloride). The product is NC1=C(C(=O)NC2=CC=NC=C2)C=C(C=N1)C1=CC=C(C=C1)N (2-Amino-5-(4-amino-phenyl)-N-pyridin-4-yl-nicotinamide). Reaction SMILES: [NH2:1][C:2]1[N:16]=[CH:15][C:14](Br)=[CH:13][C:3]=1[C:4]([NH:6][C:7]1[CH:12]=[CH:11][N:10]=[CH:9][CH:8]=1)=[O:5].Cl.[NH2:19][C:20]1[CH:25]=[CH:24][C:23](B(O)O)=[CH:22][CH:21]=1>>[NH2:1][C:2]1[N:16]=[CH:15][C:14]([C:23]2[CH:24]=[CH:25][C:20]([NH2:19])=[CH:21][CH:22]=2)=[CH:13][C:3]=1[C:4]([NH:6][C:7]1[CH:12]=[CH:11][N:10]=[CH:9][CH:8]=1)=[O:5] |f:1.2|. Procedure: Reaction of 2-amino-5-bromo-N-pyridin-4-yl-nicotinamide with 4-aminophenyl-boronic acid hydrochloride gives “A65”; method 2: HPLC/MS: 1.53 min, [M+H]=306;